This data is from the Open Reaction Database (ORD), a public repository of structured organic reaction records. The task is: describe an organic reaction: reactants, conditions, products, and yield Starting materials: O=C1NCCC12CCN(S(=O)(=O)C1CC1)CC2, OC(c1ccc(I)cc1)C(F)(F)F. Yields the product O=C1N(c2ccc(C(O)C(F)(F)F)cc2)CCC12CCN(S(=O)(=O)C1CC1)CC2. RXN SMILES: [CH:1]1([S:4](=[O:5])(=[O:6])[N:7]2[CH2:8][CH2:9][C:10]3([CH2:11][CH2:12][NH:13][C:14]3=[O:15])[CH2:16][CH2:17]2)[CH2:2][CH2:3]1.[F:18][C:19]([CH:20]([OH:21])[c:22]1[cH:23][cH:24][c:25]([I:28])[cH:26][cH:27]1)([F:29])[F:30]>>[CH:1]1([S:4](=[O:5])(=[O:6])[N:7]2[CH2:8][CH2:9][C:10]3([CH2:11][CH2:12][N:13]([c:25]4[cH:24][cH:23][c:22]([CH:20]([C:19]([F:18])([F:29])[F:30])[OH:21])[cH:27][cH:26]4)[C:14]3=[O:15])[CH2:16][CH2:17]2)[CH2:2][CH2:3]1. Starting materials: COc1c([N+](=O)[O-])cc(C(C)(C)CO)cc1[N+](=O)[O-], CC(=O)OC(C)=O, CN(C)c1ccncc1, ClCCl. Yields the product COc1c([N+](=O)[O-])cc(C(C)(C)COC(C)=O)cc1[N+](=O)[O-]. RXN SMILES: [CH3:1][O:2][c:3]1[c:4]([N+:17](=[O:18])[O-:19])[cH:5][c:6]([C:12]([CH2:13][OH:14])([CH3:15])[CH3:16])[cH:7][c:8]1[N+:9](=[O:10])[O-:11].[CH3:20][C:21](=[O:22])[O:23][C:24](=[O:25])[CH3:26].[CH3:30][N:31]([c:32]1[cH:33][cH:34][n:35][cH:36][cH:37]1)[CH3:38].[Cl:27][CH2:28][Cl:29]>>[CH3:1][O:2][c:3]1[c:4]([N+:17](=[O:18])[O-:19])[cH:5][c:6]([C:12]([CH2:13][O:14][C:21]([CH3:20])=[O:22])([CH3:15])[CH3:16])[cH:7][c:8]1[N+:9](=[O:10])[O-:11]. Starting materials: N1=CC=CC=C1 (pyridine), C=1(C(C)=CC(O)=CC1)O (toluhydroquinone), CS(=O)(=O)Cl (methanesulfonyl chloride). Solvent: C(Cl)(Cl)Cl (chloroform). Product: CS(=O)(=O)C(C=1C(=CC=C(C1)O)O)S(=O)(=O)C (dimethanesulfonyl toluhydroquinone). RXN SMILES: N1C=CC=CC=1.[C:7]1([OH:15])[C:8](=[CH:10][C:11](=[CH:13][CH:14]=1)[OH:12])[CH3:9].[CH3:16][S:17](Cl)(=[O:19])=[O:18]>C(Cl)(Cl)Cl>[CH3:16][S:17]([CH:9]([S:17]([CH3:16])(=[O:19])=[O:18])[C:8]1[C:7]([OH:15])=[CH:14][CH:13]=[C:11]([OH:12])[CH:10]=1)(=[O:19])=[O:18]. Procedure: In 500 ml. of pyridine was dissolved 124 g. of toluhydroquinone and then 170 ml. of methanesulfonyl chloride was added dropwise to the solution while stirring at a temperature below 25° C. Thereafter, the mixture was further stirred for one hour at room temperature. After the reaction was over, 500 ml. of chloroform was added to the reaction mixture and the resultant mixture was washed several times with water, then with 10% hydrochloric acid and finally once with water. The chloroform layer for... Starting materials: example 1 ( b ), C(C)(C)OC1=C(C(=O)O)C=C(C=C1)S(=O)(=O)C (2-Isopropoxy-5-methanesulfonyl-benzoic acid), Cl.CC(C(=O)C1=CN=C(S1)N1CCNCC1)(C)C (2,2-dimethyl-1-(2-piperazin-1-yl-thiazol-5-yl)-propan-1-one hydrochloride). The product is C(C)(C)OC1=C(C(=O)N2CCN(CC2)C=2SC(=CN2)C(C(C)(C)C)=O)C=C(C=C1)S(=O)(=O)C (1-{2-[4-(2-Isopropoxy-5-methanesulfonyl-benzoyl)-piperazin-1-yl]-thiazol-5-yl}-2,2-dimethyl-propan-1-one). Isolated yield 28.0%. As a reaction SMILES: [CH:1]([O:4][C:5]1[CH:13]=[CH:12][C:11]([S:14]([CH3:17])(=[O:16])=[O:15])=[CH:10][C:6]=1[C:7]([OH:9])=O)([CH3:3])[CH3:2].Cl.[CH3:19][C:20]([CH3:35])([CH3:34])[C:21]([C:23]1[S:27][C:26]([N:28]2[CH2:33][CH2:32][NH:31][CH2:30][CH2:29]2)=[N:25][CH:24]=1)=[O:22]>>[CH:1]([O:4][C:5]1[CH:13]=[CH:12][C:11]([S:14]([CH3:17])(=[O:16])=[O:15])=[CH:10][C:6]=1[C:7]([N:31]1[CH2:32][CH2:33][N:28]([C:26]2[S:27][C:23]([C:21](=[O:22])[C:20]([CH3:34])([CH3:19])[CH3:35])=[CH:24][N:25]=2)[CH2:29][CH2:30]1)=[O:9])([CH3:2])[CH3:3] |f:1.2|. Procedure details: Prepared in analogy to example 1 (b) from 2-isopropoxy-5-methanesulfonyl-benzoic acid (Example A1) and 2,2-dimethyl-1-(2-piperazin-1-yl-thiazol-5-yl)-propan-1-one hydrochloride. The crude material was purified by chromatography (SiO2, methanol/dichloromethane) to yield the title compound as a light brown crystalline solid (yield 28%). MS (m/e): 494.1 (M+H+, 100%). The reactants are O (water), CC1(OB(OC1(C)C)C=1C=C(C=CC1)N1CCN(CC1)C(=O)OC(C)(C)C)C (1,1-dimethylethyl 4-[3-(4,4,5,5-tetramethyl-1,3,2-dioxaborolan-2-yl)phenyl]-1-piperazinecarboxylate), C([O-])([O-])=O.[K+].[K+] (potassium carbonate), BrC1=C(SC=2N=C(C=C(C21)N)C)C (3-bromo-2,6-dimethylthieno[2,3-b]pyridin-4-amine). The reagents and catalysts are C=1C=CC(=CC1)[P](C=2C=CC=CC2)(C=3C=CC=CC3)[Pd]([P](C=4C=CC=CC4)(C=5C=CC=CC5)C=6C=CC=CC6)([P](C=7C=CC=CC7)(C=8C=CC=CC8)C=9C=CC=CC9)[P](C=1C=CC=CC1)(C=1C=CC=CC1)C=1C=CC=CC1 (tetrakis(triphenylphosphine)palladium(0)). Run in C(C)(=O)OCC (Ethyl acetate), O1CCOCC1 (1,4-dioxane). Conditions: temperature 120 celsius. The product is NC1=C2C(=NC(=C1)C)SC(=C2C=2C=C(C=CC2)N2CCN(CC2)C(=O)OC(C)(C)C)C (1,1-Dimethylethyl 4-[3-(4-amino-2,6-dimethylthieno[2,3-b]pyridin-3-yl)phenyl]-1-piperazinecarboxylate). The yield is 88.8%. RXN SMILES: Br[C:2]1[C:10]2[C:9]([NH2:11])=[CH:8][C:7]([CH3:12])=[N:6][C:5]=2[S:4][C:3]=1[CH3:13].O.CC1(C)C(C)(C)OB([C:23]2[CH:24]=[C:25]([N:29]3[CH2:34][CH2:33][N:32]([C:35]([O:37][C:38]([CH3:41])([CH3:40])[CH3:39])=[O:36])[CH2:31][CH2:30]3)[CH:26]=[CH:27][CH:28]=2)O1.C(=O)([O-])[O-].[K+].[K+]>O1CCOCC1.C1C=CC([P]([Pd]([P](C2C=CC=CC=2)(C2C=CC=CC=2)C2C=CC=CC=2)([P](C2C=CC=CC=2)(C2C=CC=CC=2)C2C=CC=CC=2)[P](C2C=CC=CC=2)(C2C=CC=CC=2)C2C=CC=CC=2)(C2C=CC=CC=2)C2C=CC=CC=2)=CC=1.C(OCC)(=O)C>[NH2:11][C:9]1[CH:8]=[C:7]([CH3:12])[N:6]=[C:5]2[S:4][C:3]([CH3:13])=[C:2]([C:23]3[CH:24]=[C:25]([N:29]4[CH2:30][CH2:31][N:32]([C:35]([O:37][C:38]([CH3:41])([CH3:40])[CH3:39])=[O:36])[CH2:33][CH2:34]4)[CH:26]=[CH:27][CH:28]=3)[C:10]=12 |f:3.4.5,^1:58,60,79,98|. Procedure details: Under nitrogen, 3-bromo-2,6-dimethylthieno[2,3-b]pyridin-4-amine (130 mg, 0.506 mmol) (Description 8) was dissolved in 1,4-dioxane (3 mL) and water (1 mL) and 1,1-dimethylethyl 4-[3-(4,4,5,5-tetramethyl-1,3,2-dioxaborolan-2-yl)phenyl]-1-piperazinecarboxylate (294 mg, 0.758 mmol), tetrakis(triphenylphosphine)palladium(0) (58.4 mg, 0.051 mmol) and potassium carbonate (210 mg, 1.517 mmol) were added. The mixture was then heated in a microwave at 120° C. for 30 min. Ethyl acetate (10 mL) was added a...